This data is from the Open Reaction Database (ORD), a public repository of structured organic reaction records. The task is: describe an organic reaction: reactants, conditions, products, and yield The reactants are O (water), Cl.ClC1=CC=C(C(=O)C2CCN(CC2)CCNC(C2=CC(=CC=C2)O)=O)C=C1 (N-{2-[4-(4-Chlorobenzoyl)-1-piperidinyl]ethyl}-3-hydroxybenzamide hydrochloride), Cs2CO2, ClCC(=O)NC (2-chloro-N-methylacetamide), Cl (hydrogen chloride). The solvent is C(C)(=O)OCC (ethyl acetate), CN(C)C=O (DMF). Conditions: temperature 80 celsius. The product is Cl.ClC1=CC=C(C(=O)C2CCN(CC2)CCNC(C2=CC(=CC=C2)OCC(=O)NC)=O)C=C1 (N-{2-[4-(4-Chlorobenzoyl)-1-piperidinyl]ethyl}-3-[2-(methylamino)-2-oxoethoxy]benzamide hydrochloride). As a reaction SMILES: Cl.[Cl:2][C:3]1[CH:28]=[CH:27][C:6]([C:7]([CH:9]2[CH2:14][CH2:13][N:12]([CH2:15][CH2:16][NH:17][C:18](=[O:26])[C:19]3[CH:24]=[CH:23][CH:22]=[C:21]([OH:25])[CH:20]=3)[CH2:11][CH2:10]2)=[O:8])=[CH:5][CH:4]=1.Cl[CH2:30][C:31]([NH:33][CH3:34])=[O:32].O.Cl>CN(C=O)C.C(OCC)(=O)C>[ClH:2].[Cl:2][C:3]1[CH:4]=[CH:5][C:6]([C:7]([CH:9]2[CH2:10][CH2:11][N:12]([CH2:15][CH2:16][NH:17][C:18](=[O:26])[C:19]3[CH:24]=[CH:23][CH:22]=[C:21]([O:25][CH2:30][C:31]([NH:33][CH3:34])=[O:32])[CH:20]=3)[CH2:13][CH2:14]2)=[O:8])=[CH:27][CH:28]=1 |f:0.1,7.8|. Reported procedure: The product of step (iii) above (0.10 g) was dissolved in DMF (3 ml), Cs2CO2 (0.23 g) and 2-chloro-N-methylacetamide (0.26 g) were added and the mixture heated at 80° C. for 16 hours. The mixture was cooled to room temperature, water and ethyl acetate were added and the organic phase separated. Evaporation of the solvent gave a gum which was treated with 1.0M ethereal hydrogen chloride solution to give the titled product as a solid (0.05 g). Starting materials: S1C(=CC=C1)S (thiophene-2-thiol), [OH-].[K+] (KOH), BrC(C(=O)NC1=NOC(=C1)C(C)(C)C)(C)C (2-bromo-N-(5-tert-butyl-isoxazol-3-yl)-2-methyl-propionamide). Run in C(C)O (ethanol). The product is C(C)(C)(C)C1=CC(=NO1)NC(C(C)(SC=1SC=CC1)C)=O (N-(5-tert-butyl-isoxazol-3-yl)-2-methyl-2-(thiophen-2-ylsulfanyl)-propionamide). Yield: 97.1%. RXN SMILES: [S:1]1[CH:5]=[CH:4][CH:3]=[C:2]1[SH:6].[OH-].[K+].Br[C:10]([CH3:24])([CH3:23])[C:11]([NH:13][C:14]1[CH:18]=[C:17]([C:19]([CH3:22])([CH3:21])[CH3:20])[O:16][N:15]=1)=[O:12]>C(O)C>[C:19]([C:17]1[O:16][N:15]=[C:14]([NH:13][C:11](=[O:12])[C:10]([CH3:23])([S:6][C:2]2[S:1][CH:5]=[CH:4][CH:3]=2)[CH3:24])[CH:18]=1)([CH3:22])([CH3:21])[CH3:20] |f:1.2|. Reported procedure: To a stirred solution of 0.16 mL (1.7 mmol) of thiophene-2-thiol in ethanol (5 mL) were added 102 mg (1.8 mmol) of KOH pellets, followed by 460 mg (1.6 mmol) 2-bromo-N-(5-tert-butyl-isoxazol-3-yl)-2-methyl-propionamide (prepared as described in step 1, method C). The reaction mixture was heated to reflux for 18 h. The reaction was cooled to room temperature. The solid (KBr) was separated by filtration and rinsed with ethanol (15 mL). The filtrate was concentrated under reduced pressure and the r... Starting materials: F[B-](F)(F)F, CC(C)(C)c1ccc(CNCCc2cccc(Cl)c2F)cc1, CCN(C(C)C)C(C)C, O=C(O)c1cc(Cl)cc2cc[nH]c12, CN(C)C=O, O, CN(C)C(On1nnc2ccccc21)=[N+](C)C. The product is CC(C)(C)c1ccc(CN(CCc2cccc(Cl)c2F)C(=O)c2cc(Cl)cc3cc[nH]c23)cc1. As a reaction SMILES: [B-:14]([F:15])([F:16])([F:17])[F:18].[C:45]([CH3:46])([CH3:47])([CH3:48])[c:49]1[cH:50][cH:51][c:52]([CH2:53][NH:54][CH2:55][CH2:56][c:57]2[c:58]([F:64])[c:59]([Cl:63])[cH:60][cH:61][cH:62]2)[cH:65][cH:66]1.[CH:36]([N:37]([CH2:38][CH3:39])[CH:40]([CH3:41])[CH3:42])([CH3:43])[CH3:44].[Cl:1][c:2]1[cH:3][c:4]2[cH:5][cH:6][nH:7][c:8]2[c:9]([C:11](=[O:12])[OH:13])[cH:10]1.[O:67]=[CH:68][N:69]([CH3:70])[CH3:71].[OH2:72].[n:19]1([O:20][C:21]([N:22]([CH3:23])[CH3:24])=[N+:25]([CH3:26])[CH3:27])[c:28]2[cH:29][cH:30][cH:31][cH:32][c:33]2[n:34][n:35]1>>[Cl:1][c:2]1[cH:3][c:4]2[cH:5][cH:6][nH:7][c:8]2[c:9]([C:11](=[O:13])[N:54]([CH2:53][c:52]2[cH:51][cH:50][c:49]([C:45]([CH3:46])([CH3:47])[CH3:48])[cH:66][cH:65]2)[CH2:55][CH2:56][c:57]2[c:58]([F:64])[c:59]([Cl:63])[cH:60][cH:61][cH:62]2)[cH:10]1. Reactants: CC1(C2=C(C(=CC=C2)P(C3=CC=CC=C3)C4=CC=CC=C4)OC5=C(C=CC=C51)P(C6=CC=CC=C6)C7=CC=CC=C7)C (xantphos), ClC1=CC=C2C=C(N=CC2=C1)N (7-chloroisoquinolin-3-amine), ClC1=NC=CC(=C1)CN1CCCC1 (2-chloro-4-pyrrolidin-1-ylmethyl-pyridine), C(=O)([O-])[O-].[Cs+].[Cs+] (Cs2CO3). The reagents and catalysts are C=1C=CC(=CC1)/C=C/C(=O)/C=C/C2=CC=CC=C2.C=1C=CC(=CC1)/C=C/C(=O)/C=C/C2=CC=CC=C2.C=1C=CC(=CC1)/C=C/C(=O)/C=C/C2=CC=CC=C2.[Pd].[Pd] (Pd2(dba)3). Solvent: C1(=CC=CC=C1)C (toluene), C1CCOC1 (THF). The product is ClC1=CC=C2C=C(N=CC2=C1)NC1=NC=CC(=C1)CN1CCCC1 (7-Chloroisoquinolin-3-yl-(4-pyrrolidin-1-ylmethyl-pyridin-2-yl)-amine). Isolated yield 31.6%. As a reaction SMILES: CC1(C)C2C(=C(P(C3C=CC=CC=3)C3C=CC=CC=3)C=CC=2)OC2C(P(C3C=CC=CC=3)C3C=CC=CC=3)=CC=CC1=2.[Cl:43][C:44]1[CH:53]=[C:52]2[C:47]([CH:48]=[C:49]([NH2:54])[N:50]=[CH:51]2)=[CH:46][CH:45]=1.Cl[C:56]1[CH:61]=[C:60]([CH2:62][N:63]2[CH2:67][CH2:66][CH2:65][CH2:64]2)[CH:59]=[CH:58][N:57]=1.C([O-])([O-])=O.[Cs+].[Cs+]>C1(C)C=CC=CC=1.C1C=CC(/C=C/C(/C=C/C2C=CC=CC=2)=O)=CC=1.C1C=CC(/C=C/C(/C=C/C2C=CC=CC=2)=O)=CC=1.C1C=CC(/C=C/C(/C=C/C2C=CC=CC=2)=O)=CC=1.[Pd].[Pd].C1COCC1>[Cl:43][C:44]1[CH:53]=[C:52]2[C:47]([CH:48]=[C:49]([NH:54][C:58]3[CH:59]=[C:60]([CH2:62][N:63]4[CH2:64][CH2:65][CH2:66][CH2:67]4)[CH:61]=[CH:56][N:57]=3)[N:50]=[CH:51]2)=[CH:46][CH:45]=1 |f:3.4.5,7.8.9.10.11|. Procedure: Pd2(dba)3(102 mmg, 0.11 mmol) and xantphos (92 mg, 0.16 mmol) were added to a solution of 7-chloroisoquinolin-3-amine (200 mg, 1.12 mmol) (Preparation C-9), 2-chloro-4-pyrrolidin-1-ylmethyl-pyridine (220 mmg, 1.12 mmol) (Preparation B-11) and Cs2CO3 (500 mg, 1.53 mmol) in toluene (50 mL). The suspension was heated under reflux overnight, and THF (50 mL) was added in to dilute the mixture. After filtration, the filtrate was concentrated. The crude material was further purified by silica gel chrom...